This data is from the Open Reaction Database (ORD), a public repository of structured organic reaction records. The task is: describe an organic reaction: reactants, conditions, products, and yield Starting materials: O=C1C(O)=C(O)[C@H](O1)[C@@H](O)CO (L-ascorbic acid), O1CC1CCCC (1,2-epoxyhexane). Solvent: CN(C)C=O (DMF). Conditions: temperature 80 celsius, time 24 hour. Yields the product OC(COC1=C(C(=O)O[C@@H]1[C@@H](O)CO)O)CCCC (3-O-(2-hydroxyhexyl) ascorbic acid). Isolated yield 24.6%. As a reaction SMILES: [O:1]=[C:2]1[O:8][C@H:7]([C@H:9]([CH2:11][OH:12])[OH:10])[C:5]([OH:6])=[C:3]1[OH:4].[O:13]1[CH:15]([CH2:16][CH2:17][CH2:18][CH3:19])[CH2:14]1>CN(C=O)C>[OH:13][CH:15]([CH2:16][CH2:17][CH2:18][CH3:19])[CH2:14][O:6][C:5]1[C@@H:7]([C@H:9]([CH2:11][OH:12])[OH:10])[O:8][C:2](=[O:1])[C:3]=1[OH:4]. Reported procedure: Under an argon atmosphere, 30 ml of DMF was added to L-ascorbic acid (5.00 g), and further, 1,2-epoxyhexane (3.45 g) was added thereto. The mixture was heated up to 80° C. and stirred for 24 hours, then, extracted with ethyl acetate. The extracted liquid was dried over anhydrous sodium sulfate, then, concentrated under reduced pressure. Thereafter, 7.56 g of the resultant residue was subjected to silica gel column chromatography. Elution was performed with chloroform/methanol/water(volume ratio:... Starting materials: CN(C)C=O, O=C(Cl)C(=O)Cl, ClCCl, O=C(O)C1(c2ccc([N+](=O)[O-])cc2)CCCC1. The product is O=C(Cl)C1(c2ccc([N+](=O)[O-])cc2)CCCC1. As a reaction SMILES: [CH3:24][N:25]([CH3:26])[CH:27]=[O:28].[Cl:18][C:19]([C:20]([Cl:21])=[O:22])=[O:23].[Cl:29][CH2:30][Cl:31].[N+:1](=[O:2])([O-:3])[c:4]1[cH:5][cH:6][c:7]([C:10]2([C:15](=[O:16])[OH:17])[CH2:11][CH2:12][CH2:13][CH2:14]2)[cH:8][cH:9]1>>[N+:1](=[O:2])([O-:3])[c:4]1[cH:5][cH:6][c:7]([C:10]2([C:15](=[O:17])[Cl:18])[CH2:11][CH2:12][CH2:13][CH2:14]2)[cH:8][cH:9]1. Reactants: C=CCCCCCC (oct-1-ene), C=CCCCCCC (oct-1-ene), CCCCN1C=C[N+](=C1)C (bmim), C1=CC=CC=C1 (Benzene), C1=CC=CC=C1 (benzene), alkene, C1=CC=CC=C1 (benzene). Reagents/catalysts: bis-triflimide, N(S(=O)(=O)C(F)(F)F)S(=O)(=O)C(F)(F)F.N(S(=O)(=O)C(F)(F)F)S(=O)(=O)C(F)(F)F.[Ni+2] (nickel(II) bis-triflimide). Run at temperature 60 celsius. The product is C(CCCCCCC)C1=CC=CC=C1 (octyl benzene). As a reaction SMILES: [CH2:1]=[CH:2][CH2:3][CH2:4][CH2:5][CH2:6][CH2:7][CH3:8].CCCCN1C=[N+](C)C=C1.[CH:19]1[CH:24]=[CH:23][CH:22]=[CH:21][CH:20]=1>N(S(C(F)(F)F)(=O)=O)S(C(F)(F)F)(=O)=O.N(S(C(F)(F)F)(=O)=O)S(C(F)(F)F)(=O)=O.[Ni+2]>[CH2:1]([C:19]1[CH:24]=[CH:23][CH:22]=[CH:21][CH:20]=1)[CH2:2][CH2:3][CH2:4][CH2:5][CH2:6][CH2:7][CH3:8] |f:3.4.5|. Procedure details: Nickel(II) bis-triflimide (0.06 g, 0.1 mmol) was dissolved in [bmim] [NTf2] (1.0 g) in a round-bottomed flask equipped with a magnetic stirrer and reflux condenser. Benzene (3.90 g, 50 mmol) and oct-1-ene (1.12 g, 10 mmol) were added. The mixture was heated under reflux for 18 hours and was analysed by gas chromatographic analysis as in previous examples. The oct-1-ene peak disappeared and three isomers of octylbenzene were formed (70%, 20:26:54 2- to 3- to 4-isomer ratio) as well as octene dime... The reactants are N (ammonia), C(C)N1C(C=2N([C@H](C1)C)C(=C(C2OC)C(=O)OCC)C(=C)C(=O)OC)=O (ethyl (4S)-2-ethyl-8-(methoxy)-6-[1-(methoxycarbonyl)vinyl]-4-methyl-1-oxo-1,2,3,4-tetrahydro-pyrrolo[1,2-a]-pyrazine-7-carboxylate), intermediate. The reagents and catalysts are [O-2].[Mn+4].[O-2] (manganese(IV) oxide). The solvent is CO (methanol), C(Cl)(Cl)Cl (chloroform), C1(=CC=CC=C1)C (toluene), CO (methanol), C1(=CC=CC=C1)C (toluene). Reaction conditions: time 8 hour. Product: C(C)N1C(C=2N([C@H](C1)C)C1=C(C2OC)C(NC=C1C(=O)OC)=O)=O (Methyl (6S)-8-ethyl-10-(methoxy)-6-methyl-1,9-dioxo-1,2,6,7,8,9-hexahydropyrido-[3′,4′:4,5]pyrrolo[1,2-a]-pyrazine-4-carboxylate). RXN SMILES: [CH2:1]([N:3]1[CH2:8][C@H:7]([CH3:9])[N:6]2[C:10]([C:20]([C:22]([O:24][CH3:25])=[O:23])=[CH2:21])=[C:11]([C:15]([O:17]CC)=O)[C:12]([O:13][CH3:14])=[C:5]2[C:4]1=[O:26])[CH3:2].[NH3:27]>C1(C)C=CC=CC=1.CO.C(Cl)(Cl)Cl.[O-2].[Mn+4].[O-2]>[CH2:1]([N:3]1[CH2:8][C@H:7]([CH3:9])[N:6]2[C:10]3[C:20]([C:22]([O:24][CH3:25])=[O:23])=[CH:21][NH:27][C:15](=[O:17])[C:11]=3[C:12]([O:13][CH3:14])=[C:5]2[C:4]1=[O:26])[CH3:2] |f:5.6.7|. Reported procedure: A solution of ethyl (4S)-2-ethyl-8-(methoxy)-6-[1-(methoxycarbonyl)vinyl]-4-methyl-1-oxo-1,2,3,4-tetrahydro-pyrrolo[1,2-a]-pyrazine-7-carboxylate (0.19 g, 0.54 mmol) in a mixture of toluene (10 mL) and methanol (4 mL) was treated with a saturated solution of ammonia in methanol (10 mL). The mixture was stirred at rt overnight. The product mixture concentrated under vacuum to provide the corresponding cyclization product. Treatment of the above intermediate (0.34 g, 1.01 mmol) and manganese(IV) o... Reactants: C=1C=CC2=C(C1)N=NN2O (HOBt), [N+](=O)([O-])C1=C(C(=O)O)C=CC=C1 (2-nitrobenzoic acid), CC(C)(C1CCN(CC1)C)C1=CC=C(C=C1)N (4-[1-methyl-1-(1-methylpiperidin-4-yl)-ethyl]phenylamine), CCN(C(C)C)C(C)C (DIEA). Solvent: C(CCl)Cl (EDC), C(Cl)Cl (CH2Cl2). Reaction conditions: time 8 hour. The product is [N+](=O)([O-])C1=C(C(=O)NC2=CC=C(C=C2)C(C)(C2CCN(CC2)C)C)C=CC=C1 (2-nitro-N-{4-[1-methyl-1-(1-methylpiperidin-4-yl)ethyl]phenyl}benzamide). Reaction SMILES: [N+:1]([C:4]1[CH:12]=[CH:11][CH:10]=[CH:9][C:5]=1[C:6]([OH:8])=O)([O-:3])=[O:2].[CH3:13][C:14]([C:23]1[CH:28]=[CH:27][C:26]([NH2:29])=[CH:25][CH:24]=1)([CH:16]1[CH2:21][CH2:20][N:19]([CH3:22])[CH2:18][CH2:17]1)[CH3:15].CCN(C(C)C)C(C)C.C1C=CC2N(O)N=NC=2C=1>C(Cl)Cl.C(Cl)CCl>[N+:1]([C:4]1[CH:12]=[CH:11][CH:10]=[CH:9][C:5]=1[C:6]([NH:29][C:26]1[CH:27]=[CH:28][C:23]([C:14]([CH3:15])([CH:16]2[CH2:17][CH2:18][N:19]([CH3:22])[CH2:20][CH2:21]2)[CH3:13])=[CH:24][CH:25]=1)=[O:8])([O-:3])=[O:2]. Reported procedure: To a mixture of 2-nitrobenzoic acid (400 mg), 4-[1-methyl-1-(1-methylpiperidin-4-yl)-ethyl]phenylamine (Preparation IV (aw)) (600 mg) and DIEA (0.6 mL) in CH2Cl2 (80 mL) was added EDC (600 mg) and HOBt (350 mg). The reaction was stirred at RT overnight and washed with saturated NaHCO3 (30 mL), H2O (50 mL) and brine (30 mL). The organic layer was dried over Na2SO4 and evaporated to give 2-nitro-N-{4-[1-methyl-1-(1-methylpiperidin-4-yl)ethyl]phenyl}benzamide which was used in the next step without...